describe an organic reaction: reactants, conditions, products, and yield From a dataset of the Open Reaction Database (ORD), a public repository of structured organic reaction records. The reactants are FC=1C=C2C(C(=O)OC2=O)=CC1F (4,5-difluorophthalic anhydride), C(=O)N (formamide). Yields the product FC=1C=C2C(NC(C2=CC1F)=O)=O (5,6-Difluoro-1H-isoindole-1,3(2H)-dione). RXN SMILES: [F:1][C:2]1[CH:3]=[C:4]2[C:9](=O)[O:8][C:6](=[O:7])[C:5]2=[CH:11][C:12]=1[F:13].C([NH2:16])=O>>[F:1][C:2]1[CH:3]=[C:4]2[C:5](=[CH:11][C:12]=1[F:13])[C:6](=[O:7])[NH:16][C:9]2=[O:8]. Reported procedure: At 130° C., 1.0 g (5.4 mmol) of 4,5-difluorophthalic anhydride was stirred in 6 ml of formamide for 2 h. After cooling, the reaction mixture was then added to ice-cold water. The precipitated yellow solid was filtered off with suction, washed thoroughly with cold water and dried under high vacuum. This gave 744 mg of a white solid (74.8% of theory).